This data is from the Open Reaction Database (ORD), a public repository of structured organic reaction records. The task is: describe an organic reaction: reactants, conditions, products, and yield The reactants are CO, COC(=O)c1ccc(OC2CCN(Cc3ccc(OC)cc3)CC2)c(Cl)c1, Cl, [Na+], [OH-]. The product is COc1ccc(CN2CCC(Oc3ccc(C(=O)O)cc3Cl)CC2)cc1. Reaction SMILES: [CH3:31][OH:32].[Cl:1][c:2]1[cH:3][c:4]([C:5](=[O:6])[O:7][CH3:8])[cH:9][cH:10][c:11]1[O:12][CH:13]1[CH2:14][CH2:15][N:16]([CH2:19][c:20]2[cH:21][cH:22][c:23]([O:26][CH3:27])[cH:24][cH:25]2)[CH2:17][CH2:18]1.[ClH:30].[Na+:29].[OH-:28]>>[Cl:1][c:2]1[cH:3][c:4]([C:5](=[O:6])[OH:7])[cH:9][cH:10][c:11]1[O:12][CH:13]1[CH2:14][CH2:15][N:16]([CH2:19][c:20]2[cH:21][cH:22][c:23]([O:26][CH3:27])[cH:24][cH:25]2)[CH2:17][CH2:18]1.